From a dataset of the Open Reaction Database (ORD), a public repository of structured organic reaction records. describe an organic reaction: reactants, conditions, products, and yield RXN SMILES: [Br:37][N:38]1[C:39](=[O:40])[CH2:41][CH2:42][C:43]1=[O:44].[Cl:45][CH2:46][Cl:47].[O:1]([c:2]1[cH:3][cH:4][cH:5][cH:6][cH:7]1)[c:8]1[cH:9][cH:10][c:11]([O:12][CH2:13][CH2:14][OH:15])[cH:16][cH:17]1.[c:18]1([P:19]([c:20]2[cH:21][cH:22][cH:23][cH:24][cH:25]2)[c:26]2[cH:27][cH:28][cH:29][cH:30][cH:31]2)[cH:32][cH:33][cH:34][cH:35][cH:36]1>>[O:1]([c:2]1[cH:3][cH:4][cH:5][cH:6][cH:7]1)[c:8]1[cH:9][cH:10][c:11]([O:12][CH2:13][CH2:14][Br:37])[cH:16][cH:17]1. Reactants: O=C1CCC(=O)N1Br, ClCCl, OCCOc1ccc(Oc2ccccc2)cc1, c1ccc(P(c2ccccc2)c2ccccc2)cc1. The product is BrCCOc1ccc(Oc2ccccc2)cc1.